This data is from the Open Reaction Database (ORD), a public repository of structured organic reaction records. The task is: describe an organic reaction: reactants, conditions, products, and yield Reactants: C([O-])([O-])=O.[Cs+].[Cs+] (cesium carbonate), C1(=CC=CC=C1)P(C1=CC=CC=2C(C3=CC=CC(=C3OC12)P(C1=CC=CC=C1)C1=CC=CC=C1)(C)C)C1=CC=CC=C1 (4,5-bis(diphenylphosphino)-9,9-dimethylxanthene), COCC1C(C(C(N1)=O)(C)C)=O (5-(methoxymethyl)-3,3-dimethylpyrrolidine-2,4-dione), BrC1=CC(=C(C#N)C=C1)Cl (4-bromo-2-chlorobenzonitrile). Reagents/catalysts: C=1C=CC(=CC1)/C=C/C(=O)/C=C/C2=CC=CC=C2.C=1C=CC(=CC1)/C=C/C(=O)/C=C/C2=CC=CC=C2.C=1C=CC(=CC1)/C=C/C(=O)/C=C/C2=CC=CC=C2.[Pd].[Pd] (tris(dibenzylideneacetone)dipalladium(0)). The product is ClC1=C(C#N)C=CC(=C1)N1C(C(C(C1COC)=O)(C)C)=O (2-chloro-4-[5-(methoxymethyl)-3,3-dimethyl-2,4-dioxopyrrolidin-1-yl]benzonitrile), crystals. Yield: 17.0%. As a reaction SMILES: [CH3:1][O:2][CH2:3][CH:4]1[NH:8][C:7](=[O:9])[C:6]([CH3:11])([CH3:10])[C:5]1=[O:12].Br[C:14]1[CH:21]=[CH:20][C:17]([C:18]#[N:19])=[C:16]([Cl:22])[CH:15]=1.C(=O)([O-])[O-].[Cs+].[Cs+].C1(P(C2C=CC=CC=2)C2C3OC4C(=CC=CC=4P(C4C=CC=CC=4)C4C=CC=CC=4)C(C)(C)C=3C=CC=2)C=CC=CC=1>C1C=CC(/C=C/C(/C=C/C2C=CC=CC=2)=O)=CC=1.C1C=CC(/C=C/C(/C=C/C2C=CC=CC=2)=O)=CC=1.C1C=CC(/C=C/C(/C=C/C2C=CC=CC=2)=O)=CC=1.[Pd].[Pd]>[Cl:22][C:16]1[CH:15]=[C:14]([N:8]2[CH:4]([CH2:3][O:2][CH3:1])[C:5](=[O:12])[C:6]([CH3:10])([CH3:11])[C:7]2=[O:9])[CH:21]=[CH:20][C:17]=1[C:18]#[N:19] |f:2.3.4,6.7.8.9.10|. Procedure details: Using 5-(methoxymethyl)-3,3-dimethylpyrrolidine-2,4-dione (700 mg), 4-bromo-2-chlorobenzonitrile (1.06 g), cesium carbonate (2.00 g), tris(dibenzylideneacetone)dipalladium(0) (187 mg) and 4,5-bis(diphenylphosphino)-9,9-dimethylxanthene (355 mg), and in the same manner as in Reference Example 3, the title compound was obtained as colorless crystals (yield: 219 mg, 17%). Starting materials: C(N)(OCCC1=CC=C(C=C1)OC1=CC(=C(C=C1)C)F)=N (2-{4-[(3-fluoro-4-methylphenyl)oxy]phenyl}ethyl imidocarbamate), C(=O)C(C(=O)OC)CC=1C=NC(=NC1)OC (methyl 2-formyl-3-[2-(methyloxy)-5-pyrimidinyl]propanoate), C(=O)([O-])[O-].[K+].[K+] (K2CO3). The solvent is CN1CCCC1=O (NMP). Reaction conditions: temperature 115 celsius. Product: FC=1C=C(C=CC1C)OC1=CC=C(C=C1)CCOC=1NC=C(C(N1)=O)CC=1C=NC(=NC1)OC (2-[(2-{4-[(3-fluoro-4-methylphenyl)oxy]phenyl}ethyl)oxy]-5-{[2-(methyloxy)-5-pyrimidinyl]methyl}-4(1H)-pyrimidinone). Yield: 6.2%. As a reaction SMILES: [C:1](=[NH:21])([O:3][CH2:4][CH2:5][C:6]1[CH:11]=[CH:10][C:9]([O:12][C:13]2[CH:18]=[CH:17][C:16]([CH3:19])=[C:15]([F:20])[CH:14]=2)=[CH:8][CH:7]=1)[NH2:2].[CH:22]([CH:24]([CH2:29][C:30]1[CH:31]=[N:32][C:33]([O:36][CH3:37])=[N:34][CH:35]=1)[C:25](OC)=O)=[O:23].C([O-])([O-])=O.[K+].[K+]>CN1C(=O)CCC1>[F:20][C:15]1[CH:14]=[C:13]([O:12][C:9]2[CH:8]=[CH:7][C:6]([CH2:5][CH2:4][O:3][C:1]3[NH:2][CH:25]=[C:24]([CH2:29][C:30]4[CH:31]=[N:32][C:33]([O:36][CH3:37])=[N:34][CH:35]=4)[C:22](=[O:23])[N:21]=3)=[CH:11][CH:10]=2)[CH:18]=[CH:17][C:16]=1[CH3:19] |f:2.3.4|. Procedure: To the solution of 2-{4-[(3-fluoro-4-methylphenyl)oxy]phenyl}ethyl imidocarbamate (100 mg, 0.347 mmol) and methyl 2-formyl-3-[2-(methyloxy)-5-pyrimidinyl]propanoate (93 mg, 0.416 mmol) in NMP (1.5 mL), was added K2CO3 (192 mg, 1.387 mmol). The mixture was heated with a microwave reactor at 115° C. for 2 h. Purification via MDAP then afforded the title compound (10 mg, 6.23% yield). LCMS: rt=3.30 min, [M+H+]=463